describe an organic reaction: reactants, conditions, products, and yield From a dataset of the Open Reaction Database (ORD), a public repository of structured organic reaction records. Reactants: γ-Methyl-DL-thiocitrulline, C(C(=C)C)#N (methacrylonitrile), C(\C=C\C)#N (crotononitrile), y-methyl-DL-ornithine, CC(C(N)C(=O)O)CCN (β-methyl-DL-ornithine). Product: CC(CC(N)C(=O)O)CN (γ-Methyl-DL-ornithine). RXN SMILES: C[CH:2]([CH2:8][CH2:9][NH2:10])[CH:3]([C:5]([OH:7])=[O:6])[NH2:4].[C:11](#N)C(C)=C.C(#N)/C=C/C>>[CH3:11][CH:8]([CH2:9][NH2:10])[CH2:2][CH:3]([C:5]([OH:7])=[O:6])[NH2:4]. Procedure: γ-Methyl-DL-thiocitrulline (where R is H, R' is CH2 and R" is C(H)(CH3) and x is zero and Q is =S). This compound may be prepared by using y-methyl-DL-ornithine in place of L-ornithine in Example I. γ-Methyl-DL-ornithine is prepared as described above for β-methyl-DL-ornithine except methacrylonitrile is substituted for crotononitrile. Starting materials: Cl.NC1=C(C=C2NC(C(NC2=C1)C(=O)OCC)=O)C (ethyl 7-amino-6-methyl-3-oxo-1,2,3,4-tetrahydroquinoxaline-2-carboxylate hydrochloride), C(C)(=O)[O-].[Na+] (sodium acetate), COC1OC(CC1C=O)OC (2,5-dimethoxytetrahydrofuran-3-aldehyde). Run in C(C)O (ethanol). Product: C(=O)C1=CN(C=C1)C1=C(C=C2NC(C(NC2=C1)C(=O)OCC)=O)C (Ethyl 7-(3-Formylpyrrole-1-yl)-6-methyl-3-oxo-1,2,3,4-tetrahydroquinoxaline-2-carboxylate). The yield is 44.3%. As a reaction SMILES: Cl.[NH2:2][C:3]1[CH:12]=[C:11]2[C:6]([NH:7][C:8](=[O:18])[CH:9]([C:13]([O:15][CH2:16][CH3:17])=[O:14])[NH:10]2)=[CH:5][C:4]=1[CH3:19].C([O-])(=O)C.[Na+].C[O:26][CH:27]1[CH:31]([CH:32]=O)[CH2:30][CH:29](OC)O1>C(O)C>[CH:27]([C:31]1[CH:30]=[CH:29][N:2]([C:3]2[CH:12]=[C:11]3[C:6]([NH:7][C:8](=[O:18])[CH:9]([C:13]([O:15][CH2:16][CH3:17])=[O:14])[NH:10]3)=[CH:5][C:4]=2[CH3:19])[CH:32]=1)=[O:26] |f:0.1,2.3|. Reported procedure: To a suspension of ethyl 7-amino-6-methyl-3-oxo-1,2,3,4-tetrahydroquinoxaline-2-carboxylate hydrochloride (1.00 g, 3.50 mmol) and sodium acetate (345 mg, 4.20 mmol) in ethanol (35 ml) was added dropwise 2,5-dimethoxytetrahydrofuran-3-aldehyde (596 μl, 4.20 mmol), and the mixture was refluxed for 3 hours. After cooling, the residue obtained by distilling off solvent was submitted to silica gel column chromatography [ethyl acetate-hexane=3:2] to obtain 508 mg of title compound as yellowish white p... Reactants: 94, COC1=CC=C(C=C1)C(CN1C(C2=CC=CC=C2C1=O)=O)=O (2-[2-(4-methoxyphenyl)-2-oxoethyl]-1H-isoindole-1,3(2H)-dione), C(CO)O (1,2-ethanediol), CC1=CC=C(C=C1)S(=O)(=O)O (4-methylbenzenesulfonic acid), C(CCC)O (1-butanol). RXN SMILES: [CH3:1][O:2][C:3]1[CH:8]=[CH:7][C:6]([C:9](=[O:22])[CH2:10][N:11]2[C:19](=[O:20])[C:18]3[C:13](=[CH:14][CH:15]=[CH:16][CH:17]=3)[C:12]2=[O:21])=[CH:5][CH:4]=1.[CH2:23](O)[CH2:24][OH:25].CC1C=CC(S(O)(=O)=O)=CC=1.C(O)CCC>O.CC1C=CC=CC=1>[CH3:1][O:2][C:3]1[CH:4]=[CH:5][C:6]([C:9]2([CH2:10][N:11]3[C:19](=[O:20])[C:18]4[C:13](=[CH:14][CH:15]=[CH:16][CH:17]=4)[C:12]3=[O:21])[O:25][CH2:24][CH2:23][O:22]2)=[CH:7][CH:8]=1. The solvent is CC1=CC=CC=C1 (methylbenzene), O (water). The product is 102, COC1=CC=C(C=C1)C1(OCCO1)CN1C(C2=CC=CC=C2C1=O)=O (2-[2-(4-methoxyphenyl)-1,3-dioxolan-2-ylmethyl]-1H-isoindole-1,3(2H)-dione). Reported procedure: A mixture of 94 parts of 2-[2-(4-methoxyphenyl)-2-oxoethyl]-1H-isoindole-1,3(2H)-dione, 21 parts of 1,2-ethanediol, 3 parts of 4-methylbenzenesulfonic acid, 40 parts of 1-butanol and 450 parts of methylbenzene is stirred and refluxed for 15 hours using a water-separator. The reaction mixture is cooled and washed with a diluted sodium hydroxide solution. The organic phase is dried, filtered and evaporated. The solid residue is triturated in 2,2'-oxybispropane. The product is filtered off and drie... The reactants are CC(C#N)=CC1C(C(=O)O)C1(C)C, COc1c(F)c(F)c(CO)c(F)c1F, CN(C)c1ccncc1, ClCCl. The product is COc1c(F)c(F)c(COC(=O)C2C(C=C(C)C#N)C2(C)C)c(F)c1F. RXN SMILES: [C:15](#[N:16])[C:17](=[CH:18][CH:19]1[C:20]([CH3:25])([CH3:26])[CH:21]1[C:22](=[O:23])[OH:24])[CH3:27].[CH3:1][O:2][c:3]1[c:4]([F:14])[c:5]([F:13])[c:6]([CH2:7][OH:8])[c:9]([F:12])[c:10]1[F:11].[CH3:28][N:29]([CH3:30])[c:31]1[cH:32][cH:33][n:34][cH:35][cH:36]1.[Cl:37][CH2:38][Cl:39]>>[CH3:1][O:2][c:3]1[c:4]([F:14])[c:5]([F:13])[c:6]([CH2:7][O:8][C:22]([CH:21]2[CH:19]([CH:18]=[C:17]([C:15]#[N:16])[CH3:27])[C:20]2([CH3:25])[CH3:26])=[O:23])[c:9]([F:12])[c:10]1[F:11]. Starting materials: COC(CC=1C=NC=C(C1)Br)=O ((5-Bromo-pyridin-3-yl)acetic acid methyl ester), [Cl-].[NH4+] (ammonium chloride), C(C)C(CC)(C1=CC=C(C=C1)B1OC(C(O1)(C)C)(C)C)C1=CC(=C(C=C1)O)C (4-{1-ethyl-1-[4-(4,4,5,5-tetramethyl-[1,3,2]dioxaborolan-2-yl)-phenyl]-propyl}-2-methyl-phenol), C1(CCCCC1)P(C1=C(C=CC=C1)C1=C(C=CC=C1OC)OC)C1CCCCC1 (2-dicyclohexylphosphino-2′,6′-dimethoxy-1,1′-biphenyl), P(=O)([O-])([O-])[O-].[K+].[K+].[K+] (potassium phosphate). The reagents and catalysts are C(C)(=O)[O-].[Pd+2].C(C)(=O)[O-] (palladium acetate). The solvent is O (water), C1(=CC=CC=C1)C (toluene). Reaction conditions: temperature 100 celsius, time 2 hour. Yields the product COC(CC=1C=NC=C(C1)C1=CC=C(C=C1)C(CC)(C1=CC(=C(C=C1)O)C)CC)=O ((5-{4-[1-ethyl-1-(4-hydroxy-3-methyl-phenyl)-propyl]-phenyl}-pyridin-3-yl)-acetic Acid Methyl Ester). Yield: 61.2%. RXN SMILES: [CH3:1][O:2][C:3](=[O:12])[CH2:4][C:5]1[CH:6]=[N:7][CH:8]=[C:9](Br)[CH:10]=1.C1(P(C2CCCCC2)C2C=CC=CC=2C2C(OC)=CC=CC=2OC)CCCCC1.P([O-])([O-])([O-])=O.[K+].[K+].[K+].[CH2:50]([C:52]([C:70]1[CH:75]=[CH:74][C:73]([OH:76])=[C:72]([CH3:77])[CH:71]=1)([C:55]1[CH:60]=[CH:59][C:58](B2OC(C)(C)C(C)(C)O2)=[CH:57][CH:56]=1)[CH2:53][CH3:54])[CH3:51].[Cl-].[NH4+]>C1(C)C=CC=CC=1.C([O-])(=O)C.[Pd+2].C([O-])(=O)C.O>[CH3:1][O:2][C:3](=[O:12])[CH2:4][C:5]1[CH:6]=[N:7][CH:8]=[C:9]([C:58]2[CH:57]=[CH:56][C:55]([C:52]([CH2:53][CH3:54])([C:70]3[CH:75]=[CH:74][C:73]([OH:76])=[C:72]([CH3:77])[CH:71]=3)[CH2:50][CH3:51])=[CH:60][CH:59]=2)[CH:10]=1 |f:2.3.4.5,7.8,10.11.12|. Reported procedure: (5-Bromo-pyridin-3-yl)acetic acid methyl ester (Example 24-(2); 181 mg, 0.789 mmol), palladium acetate (12 mg, 0.053 mmol), 2-dicyclohexylphosphino-2′,6′-dimethoxy-1,1′-biphenyl (22 mg, 0.053 mmol), potassium phosphate (335 mg, 1.578 mmol) and water (0.6 mL) were added to a solution of 4-{1-ethyl-1-[4-(4,4,5,5-tetramethyl-[1,3,2]dioxaborolan-2-yl)-phenyl]-propyl}-2-methyl-phenol (Example 143-(3); 200 mg, 0.526 mmol) in toluene (6 mL). After replacement with nitrogen, the mixture was stirred at 1... Reactants: C1CCNCC1, CCO, O=C1Cc2c(cccc2-c2ccc(F)cc2)N1, Cc1[nH]c(C=O)c(C)c1C(=O)NCCN1CCCC1. Yields the product Cc1[nH]c(C=C2C(=O)Nc3cccc(-c4ccc(F)cc4)c32)c(C)c1C(=O)NCCN1CCCC1. RXN SMILES: [CH2:37]1[CH2:38][CH2:39][NH:40][CH2:41][CH2:42]1.[CH3:43][CH2:44][OH:45].[F:1][c:2]1[cH:3][cH:4][c:5](-[c:8]2[c:9]3[c:13]([cH:14][cH:15][cH:16]2)[NH:12][C:11](=[O:17])[CH2:10]3)[cH:6][cH:7]1.[N:18]1([CH2:23][CH2:24][NH:25][C:26](=[O:27])[c:28]2[c:29]([CH3:36])[nH:30][c:31]([CH:34]=[O:35])[c:32]2[CH3:33])[CH2:19][CH2:20][CH2:21][CH2:22]1>>[F:1][c:2]1[cH:3][cH:4][c:5](-[c:8]2[c:9]3[c:13]([cH:14][cH:15][cH:16]2)[NH:12][C:11](=[O:17])[C:10]3=[CH:34][c:31]2[nH:30][c:29]([CH3:36])[c:28]([C:26]([NH:25][CH2:24][CH2:23][N:18]3[CH2:19][CH2:20][CH2:21][CH2:22]3)=[O:27])[c:32]2[CH3:33])[cH:6][cH:7]1. Reactants: [N+](=O)(O)[O-] (nitric acid), CC1(OC2=C(C1C1=CC=CC=C1)C(=CC(=C2C)C)C)C (2,2,4,6,7-pentamethyl-3-phenyl-2,3-dihydrobenzofuran), C(C)(=O)O (acetic acid). Solvent: C(C)(=O)OC(C)=O (acetic anhydride), C(C)(=O)OC(C)=O (acetic anhydride). The product is CC1(OC2=C(C1C1=CC=CC=C1)C(=C(C(=C2C)C)[N+](=O)[O-])C)C (2,2,4,6,7-Pentamethyl-5-nitro-3-phenyl-2,3-dihydrobenzofuran). Isolated yield 48.1%. As a reaction SMILES: C(O)(=O)C.[N+:5]([O-:8])(O)=[O:6].[CH3:9][C:10]1([CH3:28])[CH:14]([C:15]2[CH:20]=[CH:19][CH:18]=[CH:17][CH:16]=2)[C:13]2[C:21]([CH3:27])=[CH:22][C:23]([CH3:26])=[C:24]([CH3:25])[C:12]=2[O:11]1>C(OC(=O)C)(=O)C>[CH3:9][C:10]1([CH3:28])[CH:14]([C:15]2[CH:20]=[CH:19][CH:18]=[CH:17][CH:16]=2)[C:13]2[C:21]([CH3:27])=[C:22]([N+:5]([O-:8])=[O:6])[C:23]([CH3:26])=[C:24]([CH3:25])[C:12]=2[O:11]1. Procedure details: The mixed solution of acetic anhydride (3 ml) and acetic acid (3 ml) was cooled and nitric acid (3 ml) was added cautiously with stirring. Then a solution of 2,2,4,6,7-pentamethyl-3-phenyl-2,3-dihydrobenzofuran (3.7 g, 13.9 mmol) in acetic anhydride (3 ml) was added dropwise and the mixture was stirred for 30 minutes. The reaction mixture was poured into ice-cold water and the product was extracted with ethyl acetate. The extract was washed with saturated sodium bicarbonate solution, dried and c... Reactants: C#CCN, O=C(Cl)OCc1ccccc1, ClCCl, c1ccncc1. Yields the product C#CCNC(=O)OCc1ccccc1. As a reaction SMILES: [CH2:1]([C:2]#[CH:3])[NH2:4].[CH2:5]([c:6]1[cH:7][cH:8][cH:9][cH:10][cH:11]1)[O:12][C:13](=[O:14])[Cl:15].[Cl:22][CH2:23][Cl:24].[cH:16]1[cH:17][cH:18][n:19][cH:20][cH:21]1>>[CH2:1]([C:2]#[CH:3])[NH:4][C:13]([O:12][CH2:5][c:6]1[cH:7][cH:8][cH:9][cH:10][cH:11]1)=[O:14]. Starting materials: C1(=CC=CC=C1)C (toluene), N1=CN=C2N=CNC2=C1N (Adenine), C1(OCCO1)=O (ethylene carbonate), [OH-].[Na+] (sodium hydroxide). Solvent: CN(C)C=O (DMF). Run at time 2 hour. Yields the product OCCN1C2=NC=NC(=C2N=C1)N (N9 -hydroxyethyladenine). RXN SMILES: [N:1]1[C:9]([NH2:10])=[C:8]2[C:4]([N:5]=[CH:6][NH:7]2)=[N:3][CH:2]=1.C1(=O)O[CH2:14][CH2:13][O:12]1.[OH-].[Na+].C1(C)C=CC=CC=1>CN(C=O)C>[OH:12][CH2:13][CH2:14][N:5]1[CH:6]=[N:7][C:8]2[C:4]1=[N:3][CH:2]=[N:1][C:9]=2[NH2:10] |f:2.3|. Procedure: Adenine (9.1 g), ethylene carbonate (6.0 g), and sodium hydroxide (0.14 g) in DMF (68 ml) were heated at reflux for 2 hr The solution was cooled to 0°, then 70 ml of toluene were added. After sitting for 2 hr at 0°, the precipitate was collected, rinsed with 100 ml of toluene, then cold ethanol, and dried to afford N9 -hydroxyethyladenine. Reactants: NC1=C(C=CC=C1)S(=O)(=O)N(OC)C (2-amino-N-methyl-N-methoxyphenylsulfonamide), diazonium, S(=O)(=O)(O)[O-].[Na+] (sodium hydrogen sulfate), NC1=C(C=CC=C1)S(=O)(=O)N(OC)C (2-amino-N-methyl-N-methoxyphenylsulfonamide), N(=O)[O-].[Na+] (sodium nitrite). Yields the product CN(OC)S(=O)(=O)C1=C(C=CC=C1)S(=O)(=O)N (2-[(N-methyl-N-methoxyamino)sulfonyl] phenylsulfonamide). Yield: 1174.2%. RXN SMILES: N[C:2]1[CH:7]=[CH:6][CH:5]=[CH:4][C:3]=1[S:8]([N:11]([CH3:14])[O:12][CH3:13])(=[O:10])=[O:9].[N:15]([O-])=O.[Na+].[S:19]([O-:23])(O)(=O)=[O:20].[Na+]>>[CH3:14][N:11]([S:8]([C:3]1[CH:4]=[CH:5][CH:6]=[CH:7][C:2]=1[S:19]([NH2:15])(=[O:23])=[O:20])(=[O:10])=[O:9])[O:12][CH3:13] |f:1.2,3.4|. Reported procedure: 2-amino-N-methyl-N-methoxyphenylsulfonamide [Xn=2-SO2N(OCH3)CH3 in Compound (XXV)] (5.4 g, 25 mmol) was diazotized with sodium nitrite (2.07 g, 25×1.2 mmol) and the resultant diazonium compound was allowed to react with sodium hydrogen sulfate (7.28 g, 25×2.8 mmol) to obtain 3.95 g (percent yield: 56.37%) of 2-[(N-methyl-N-methoxyamino)sulfonyl] phenylsulfonamide [Compound (III-18)].